From a dataset of the Open Reaction Database (ORD), a public repository of structured organic reaction records. describe an organic reaction: reactants, conditions, products, and yield As a reaction SMILES: [C:1]([N:20]1[CH:24]=[CH:23][N:22]=[C:21]1[N:25]=CN(C)C)([C:14]1[CH:19]=[CH:18][CH:17]=[CH:16][CH:15]=1)([C:8]1[CH:13]=[CH:12][CH:11]=[CH:10][CH:9]=1)[C:2]1[CH:7]=[CH:6][CH:5]=[CH:4][CH:3]=1.C(O)C.NN>C(O)(=O)C>[C:1]([N:20]1[CH:24]=[CH:23][N:22]=[C:21]1[NH2:25])([C:14]1[CH:15]=[CH:16][CH:17]=[CH:18][CH:19]=1)([C:8]1[CH:9]=[CH:10][CH:11]=[CH:12][CH:13]=1)[C:2]1[CH:7]=[CH:6][CH:5]=[CH:4][CH:3]=1. Run at temperature 50 celsius, time 5 hour. Reactants: C(C1=CC=CC=C1)(C1=CC=CC=C1)(C1=CC=CC=C1)N1C(=NC=C1)N=CN(C)C (1-trityl-2-[(dimethylamino)methylene]aminoimidazole), C(C)O (ethanol), NN (hydrazine). The yield is 97.7%. Procedure: To 3 (44.64 g, 117 mmol) was added reagent grade ethanol (1200 mL), glacial acetic acid (20.65 mL) and hydrazine (26 mL). The reaction mixture was stirred at 50° C. for 5 hrs. Solvent was removed and to the crude product was added methylene chloride (1,500 ml) and 1 N sodium hydroxide (67 ml) with stirring at room temperature for 15 minutes. The two resulting layers were separated and the organic layer was washed with brine (2×300 mL), dried over anhydrous sodium sulfate, filtered and solvent re... The product is C(C1=CC=CC=C1)(C1=CC=CC=C1)(C1=CC=CC=C1)N1C(=NC=C1)N (1-trityl-2-aminoimidazole). The solvent is C(C)(=O)O (acetic acid). The reactants are O=C1N(C(C2=CC=CC=C12)CC(=O)O)C1=CC=C(C=C1)OC ((+)-3-Oxo-2-(4-methoxyphenyl)isoindoline-1-acetic acid), O=C1N(C(C2=CC=CC=C12)CC(=O)O)C1=NC=C(C=C1)Cl (3-Oxo-2-(5-chloro-2-pyridyl)isoindoline-1-acetic acid). Product: COC1=CC=C(C=C1)N1C(C2=CC=CC=C2C1CC(=O)N1CCCCC1)=O ((-)-2-(4-Methoxyphenyl)-3-piperidinocarbonylmethylisoindolin-1-one). RXN SMILES: [O:1]=[C:2]1[C:10]2[C:5](=[CH:6][CH:7]=[CH:8][CH:9]=2)[CH:4]([CH2:11][C:12]([OH:14])=O)[N:3]1[C:15]1[CH:20]=[CH:19][C:18]([O:21][CH3:22])=[CH:17][CH:16]=1.O=C1C2C(=CC=CC=2)C(CC(O)=O)N1[C:37]1[CH:42]=[CH:41][C:40](Cl)=[CH:39][N:38]=1>>[CH3:22][O:21][C:18]1[CH:19]=[CH:20][C:15]([N:3]2[CH:4]([CH2:11][C:12]([N:38]3[CH2:39][CH2:40][CH2:41][CH2:42][CH2:37]3)=[O:14])[C:5]3[C:10](=[CH:9][CH:8]=[CH:7][CH:6]=3)[C:2]2=[O:1])=[CH:16][CH:17]=1. Reported procedure: The above (+) acetic acid ester (B) was worked up in the same manner as (v) to give the following compound: Starting materials: O=c1c2nc(Br)n(-c3ccccc3)c2nc(-c2ccc(C(F)(F)F)cc2)n1-c1ccc(Cl)cc1, CC#N, N#C[K], C1COCCOCCOCCOCCOCCO1. The product is N#Cc1nc2c(=O)n(-c3ccc(Cl)cc3)c(-c3ccc(C(F)(F)F)cc3)nc2n1-c1ccccc1. RXN SMILES: [Br:1][c:2]1[n:3](-[c:29]2[cH:30][cH:31][cH:32][cH:33][cH:34]2)[c:4]2[n:5][c:6](-[c:19]3[cH:20][cH:21][c:22]([C:25]([F:26])([F:27])[F:28])[cH:23][cH:24]3)[n:7](-[c:12]3[cH:13][cH:14][c:15]([Cl:18])[cH:16][cH:17]3)[c:8](=[O:11])[c:9]2[n:10]1.[CH3:56][C:57]#[N:58].[K:35][C:36]#[N:37].[O:38]1[CH2:39][CH2:40][O:41][CH2:42][CH2:43][O:44][CH2:45][CH2:46][O:47][CH2:48][CH2:49][O:50][CH2:51][CH2:52][O:53][CH2:54][CH2:55]1>>[c:2]1([C:36]#[N:37])[n:3](-[c:29]2[cH:30][cH:31][cH:32][cH:33][cH:34]2)[c:4]2[n:5][c:6](-[c:19]3[cH:20][cH:21][c:22]([C:25]([F:26])([F:27])[F:28])[cH:23][cH:24]3)[n:7](-[c:12]3[cH:13][cH:14][c:15]([Cl:18])[cH:16][cH:17]3)[c:8](=[O:11])[c:9]2[n:10]1.